Dataset: the Open Reaction Database (ORD), a public repository of structured organic reaction records. Task: describe an organic reaction: reactants, conditions, products, and yield The reactants are C(C)(C)(C)OC(=O)N1CCC(=CC1)C=1C=NC=C(C1C#N)C=1C=NC=2N(CCCC2C1)C(N)=O (5-(8-carbamoyl-5,6,7,8-tetrahydro-[1,8]naphthyridin-3-yl)-4-cyano-3′,6′-dihydro-2′H-[3,4′]bipyridinyl-1′-carboxylic acid tert-butyl ester), C(=O)[O-].[NH4+] (ammonium formate). Reagents/catalysts: [Pd] (Pd on carbon). Run in CO (MeOH). Run at temperature 60 celsius. The product is C(C)(C)(C)OC(=O)N1CCC(CC1)C=1C=NC=C(C1C#N)C=1C=NC=2N(CCCC2C1)C(N)=O (5-(8-carbamoyl-5,6,7,8-tetrahydro-[1,8]naphthyridin-3-yl)-4-cyano-3′,4′,5′,6′-tetrahydro-2′H-[3,4′]bipyridinyl-1′-carboxylic acid tert-butyl ester). RXN SMILES: [C:1]([O:5][C:6]([N:8]1[CH2:13][CH:12]=[C:11]([C:14]2[CH:15]=[N:16][CH:17]=[C:18]([C:22]3[CH:23]=[N:24][C:25]4[N:26]([C:32](=[O:34])[NH2:33])[CH2:27][CH2:28][CH2:29][C:30]=4[CH:31]=3)[C:19]=2[C:20]#[N:21])[CH2:10][CH2:9]1)=[O:7])([CH3:4])([CH3:3])[CH3:2].C([O-])=O.[NH4+]>CO.[Pd]>[C:1]([O:5][C:6]([N:8]1[CH2:13][CH2:12][CH:11]([C:14]2[CH:15]=[N:16][CH:17]=[C:18]([C:22]3[CH:23]=[N:24][C:25]4[N:26]([C:32](=[O:34])[NH2:33])[CH2:27][CH2:28][CH2:29][C:30]=4[CH:31]=3)[C:19]=2[C:20]#[N:21])[CH2:10][CH2:9]1)=[O:7])([CH3:4])([CH3:2])[CH3:3] |f:1.2|. Procedure details: 5-(8-carbamoyl-5,6,7,8-tetrahydro-[1,8]naphthyridin-3-yl)-4-cyano-3′,6′-dihydro-2′H-[3,4′]bipyridinyl-1′-carboxylic acid tert-butyl ester (100 mg, 0.22 mmol), 10% Pd on carbon (88 mg, 0.083 mmol) and ammonium formate (210 mg, 3.3 mmol) are mixed in MeOH (2.0 mL). The reaction mixture is heated at 60° C. for 24 hrs. Then the solid is filtered and the filtrate is concentrated to give the crude 5-(8-carbamoyl-5,6,7,8-tetrahydro-[1,8]naphthyridin-3-yl)-4-cyano-3′,4′,5′,6′-tetrahydro-2′H-[3,4′]bipyri... Reactants: CC#N, C1CCC(CNCCC2CCCNC2)C1, O=C1Nc2ccccc2N(C(=O)Cl)c2ncccc21. Product: O=C1Nc2ccccc2N(C(=O)N2CCCC(CCNCC3CCCC3)C2)c2ncccc21. RXN SMILES: [CH3:35][C:36]#[N:37].[CH:20]1([CH2:25][NH:26][CH2:27][CH2:28][CH:29]2[CH2:30][NH:31][CH2:32][CH2:33][CH2:34]2)[CH2:21][CH2:22][CH2:23][CH2:24]1.[Cl:1][C:2](=[O:3])[N:4]1[c:5]2[c:6]([cH:16][cH:17][cH:18][n:19]2)[C:7](=[O:15])[NH:8][c:9]2[c:10]1[cH:11][cH:12][cH:13][cH:14]2>>[C:2](=[O:3])([N:4]1[c:5]2[c:6]([cH:16][cH:17][cH:18][n:19]2)[C:7](=[O:15])[NH:8][c:9]2[c:10]1[cH:11][cH:12][cH:13][cH:14]2)[N:31]1[CH2:30][CH:29]([CH2:28][CH2:27][NH:26][CH2:25][CH:20]2[CH2:21][CH2:22][CH2:23][CH2:24]2)[CH2:34][CH2:33][CH2:32]1. Starting materials: C(C)(C)C1=CC=C(C=C1)NCC(OCC)OCC (N-(4-isopropylphenyl)-2,2-diethoxyethylamine), C(=O)(OC)C=1C=C(C=CC1)N=C=O (3-carbomethoxyphenyl isocyanate). Run in ClCCl (dichloromethane). Reaction conditions: time 8 hour. Product: C(C)(C)C1=CC=C(C=C1)N1C(N(C=C1)C=1C=C(C(=O)O)C=CC1)=O (3-[3-(4-ISOPROPYLPHENYL)-2-OXO-2,3-DIHYDROIMIDAZOL-1-YL]BENZOIC ACID), COC(C1=CC(=CC=C1)NC(=O)N(C1=CC=C(C=C1)C(C)C)CC(OCC)OCC)=O (3-[3-(2,2-diethoxyethyl)-3-(4-isopropylphenyl)ureido]benzoic acid methyl ester). Isolated yield 170.4%. Reaction SMILES: [CH:1]([C:4]1[CH:9]=[CH:8][C:7]([NH:10][CH2:11][CH:12]([O:16][CH2:17][CH3:18])[O:13][CH2:14][CH3:15])=[CH:6][CH:5]=1)([CH3:3])[CH3:2].[C:19]([C:23]1[CH:24]=[C:25]([N:29]=[C:30]=[O:31])[CH:26]=[CH:27][CH:28]=1)([O:21][CH3:22])=[O:20]>ClCCl>[CH:1]([C:4]1[CH:5]=[CH:6][C:7]([N:10]2[CH:11]=[CH:12][N:29]([C:25]3[CH:24]=[C:23]([CH:28]=[CH:27][CH:26]=3)[C:19]([OH:21])=[O:20])[C:30]2=[O:31])=[CH:8][CH:9]=1)([CH3:2])[CH3:3].[CH3:22][O:21][C:19](=[O:20])[C:23]1[CH:28]=[CH:27][CH:26]=[C:25]([NH:29][C:30]([N:10]([CH2:11][CH:12]([O:13][CH2:14][CH3:15])[O:16][CH2:17][CH3:18])[C:7]2[CH:8]=[CH:9][C:4]([CH:1]([CH3:2])[CH3:3])=[CH:5][CH:6]=2)=[O:31])[CH:24]=1. Procedure details: A solution of N-(4-isopropylphenyl)-2,2-diethoxyethylamine (0.50 g, 2.0 mmol) prepared above and 3-carbomethoxyphenyl isocyanate (0.36 g, 2.05 mmol) in dry dichloromethane (10 mL) was stirred at room temperature overnight. The solution was then chromatographed (silica gel, hexanes:ethyl acetate, 8:2) to give the pure urea, 3-[3-(2,2-diethoxyethyl)-3-(4-isopropylphenyl)ureido]benzoic acid methyl ester as a colorless oil (0.73 g, 85.3%). MS (ES−) m/z: 427. This was then stirred with HCl (0.5 M, 50... Reactants: C([O-])(O)=O.[Na+] (sodium bicarbonate), N[C@@H]1[C@@H](CCC1)C(=O)OC (methyl (1R,2S)-2-aminocyclopentanecarboxylate), CC=1C=C(C=O)C=CC1 (3-methyl-benzaldehyde), C(#N)[BH3-].[Na+] (sodium cyanoborohydride). The solvent is C(C)(=O)OCC (ethyl acetate), CO (methanol), C(C)(=O)O (acetic acid). Run at time 10 minute. The product is CC=1C=C(CN[C@@H]2[C@@H](CCC2)C(=O)OC)C=CC1 (methyl (1R,2S)-2-[(3-methylbenzyl)amino]cyclopentanecarboxylate). The yield is 79.8%. As a reaction SMILES: [NH2:1][C@H:2]1[CH2:6][CH2:5][CH2:4][C@H:3]1[C:7]([O:9][CH3:10])=[O:8].[CH3:11][C:12]1[CH:13]=[C:14]([CH:17]=[CH:18][CH:19]=1)[CH:15]=O.C([BH3-])#N.[Na+].C(=O)(O)[O-].[Na+]>CO.C(OCC)(=O)C.C(O)(=O)C>[CH3:11][C:12]1[CH:13]=[C:14]([CH:17]=[CH:18][CH:19]=1)[CH2:15][NH:1][C@H:2]1[CH2:6][CH2:5][CH2:4][C@H:3]1[C:7]([O:9][CH3:10])=[O:8] |f:2.3,4.5|. Reported procedure: To a stirred solution of methyl (1R,2S)-2-aminocyclopentanecarboxylate (240 mg, 1.68 mmol) in methanol (10 mL) under a nitrogen atmosphere, 3-methyl-benzaldehyde (202 mg, 1.68 mmol) was added. The mixture was stirred for 10 min, and then acetic acid (0.4 mL) was added followed by sodium cyanoborohydride (265 mg, 4.2 mmol). The resulting mixture was stirred at 25° C. for 16 h, and then poured into a mixture of saturated aqueous sodium bicarbonate solution (50 mL) and ethyl acetate (100 mL). The l... Reactants: ClCCCN1S(C=2C3=C1C=CC=C3C=CC2)(=O)=O (2-(3-chloropropyl)naphtho[1,8-cd]isothiazole 1,1-dioxide), CN(C=O)C (dimethylformamide), N1C=C(C2=CC=CC=C12)C1CCNCC1 (4-(3-indolyl)piperidine), C([O-])(O)=O.[Na+] (sodium bicarbonate). The solvent is O1CCCC1 (tetrahydrofuran). Run at temperature 20 celsius. Yields the product N1C=C(C2=CC=CC=C12)C1CCN(CC1)CCCN1S(C=2C3=C1C=CC=C3C=CC2)(=O)=O (2-{3-[4-(3-indolyl)piperidino]propyl}naphtho[1,8-cd]isothiazole 1,1-dioxide). Yield: 20.1%. RXN SMILES: Cl[CH2:2][CH2:3][CH2:4][N:5]1[C:9]2[CH:10]=[CH:11][CH:12]=[C:13]3[CH:14]=[CH:15][CH:16]=[C:7]([C:8]=23)[S:6]1(=[O:18])=[O:17].[NH:19]1[C:27]2[C:22](=[CH:23][CH:24]=[CH:25][CH:26]=2)[C:21]([CH:28]2[CH2:33][CH2:32][NH:31][CH2:30][CH2:29]2)=[CH:20]1.C(=O)(O)[O-].[Na+].CN(C)C=O>O1CCCC1>[NH:19]1[C:27]2[C:22](=[CH:23][CH:24]=[CH:25][CH:26]=2)[C:21]([CH:28]2[CH2:33][CH2:32][N:31]([CH2:2][CH2:3][CH2:4][N:5]3[C:9]4[CH:10]=[CH:11][CH:12]=[C:13]5[CH:14]=[CH:15][CH:16]=[C:7]([C:8]=45)[S:6]3(=[O:18])=[O:17])[CH2:30][CH2:29]2)=[CH:20]1 |f:2.3|. Procedure: The experiment is carried out as in Example 1, starting with 2-(3-chloropropyl)naphtho[1,8-cd]isothiazole 1,1-dioxide (6.3 g), 4-(3-indolyl)piperidine (4.5 g) and sodium bicarbonate (1.9 g) in a mixture cf dimethylformamide (100 cc) and tetrahydrofuran (100 cc). The mixture is heated for 5 hours at boiling point, then cooled to a temperature of about 20° C. Stirring is maintained for 15 hours at this temperature. After purification by flash-chromatography on a silica column, under a current of a...